This data is from the Open Reaction Database (ORD), a public repository of structured organic reaction records. The task is: describe an organic reaction: reactants, conditions, products, and yield Reactants: BrC1=CC=2N(C=C1)N=C(C2)C2=CC=C(C=C2)F (5-bromo-2-(4-fluorophenyl)pyrazolo[1,5-a]pyridine), COC(=O)C=1C=C(C=CC1)B(O)O (3-methoxycarbonylphenylboronic acid), C([O-])([O-])=O.[Cs+].[Cs+] (caesium carbonate), O1CCCC1 (tetrahydrofuran). The reagents and catalysts are C1=CC=C(C=C1)P([C-]2C=CC=C2)C3=CC=CC=C3.C1=CC=C(C=C1)P([C-]2C=CC=C2)C3=CC=CC=C3.Cl[Pd]Cl.[Fe+2] ([1,1′-bis(diphenylphosphino)ferrocene]dichloropalladium). The solvent is C(C)(=O)OCC (ethyl acetate), O (water), ClCCl (dichloromethane), O (water). Run at temperature 70 celsius. Product: FC1=CC=C(C=C1)C1=NN2C(C=C(C=C2)C=2C=C(C(=O)OC)C=CC2)=C1 (methyl 3-[2-(4-fluorophenyl)pyrazolo[1,5-a]pyridin-5-yl]benzoate). The yield is 71.7%. RXN SMILES: Br[C:2]1[CH:7]=[CH:6][N:5]2[N:8]=[C:9]([C:11]3[CH:16]=[CH:15][C:14]([F:17])=[CH:13][CH:12]=3)[CH:10]=[C:4]2[CH:3]=1.[CH3:18][O:19][C:20]([C:22]1[CH:23]=[C:24](B(O)O)[CH:25]=[CH:26][CH:27]=1)=[O:21].C(=O)([O-])[O-].[Cs+].[Cs+].O1CCCC1>C(OCC)(=O)C.ClCCl.O.C1C=CC(P(C2C=CC=CC=2)[C-]2C=CC=C2)=CC=1.C1C=CC(P(C2C=CC=CC=2)[C-]2C=CC=C2)=CC=1.Cl[Pd]Cl.[Fe+2]>[F:17][C:14]1[CH:15]=[CH:16][C:11]([C:9]2[CH:10]=[C:4]3[CH:3]=[C:2]([C:26]4[CH:27]=[C:22]([CH:23]=[CH:24][CH:25]=4)[C:20]([O:19][CH3:18])=[O:21])[CH:7]=[CH:6][N:5]3[N:8]=2)=[CH:12][CH:13]=1 |f:2.3.4,9.10.11.12|. Procedure details: Under a stream of nitrogen, 0.400 g (1.37 mmol) of 5-bromo-2-(4-fluorophenyl)pyrazolo[1,5-a]pyridine obtained in step 5.3, 0.300 g (1.67 mmol) of 3-methoxycarbonylphenylboronic acid and 1.330 g (4.08 mmol) of caesium carbonate are placed in 5 mL of a 9/1 mixture of tetrahydrofuran and water. 0.11 g (0.13 mmol) of [1,1′-bis(diphenylphosphino)ferrocene]dichloropalladium (II) is added and the medium is heated at 70° C. for 4 hours. The medium is then cooled to room temperature and diluted with 40 m... As a reaction SMILES: [C:1]12([CH2:10][NH2:11])[CH2:2][CH2:3][CH:4]([CH2:5][CH2:6]1)[C:7]2([CH3:8])[CH3:9].[CH2:12]([CH:13]=[CH2:14])[Br:15].[CH3:16][C:17](=[O:18])[CH3:19]>>[BrH:15].[C:1]12([CH2:10][NH:11][CH2:14][CH:13]=[CH2:12])[CH2:2][CH2:3][CH:4]([CH2:5][CH2:6]1)[C:7]2([CH3:8])[CH3:9]. Product: Br, C=CCNCC12CCC(CC1)C2(C)C. Starting materials: CC1(C)C2CCC1(CN)CC2, C=CCBr, CC(C)=O. The reactants are C(C=C)ON[C@@H]1C(=C[C@@H](NC1)C(=O)N)C ((2R,5R)-5-(allyloxyamino)-4-methyl-1,2,5,6-tetrahydropyridine-2-carboxamide), C(C=C)ON(S(=O)(=O)C1=C(C=CC=C1)[N+](=O)[O-])[C@@H]1C(=C[C@H](NC1)C(=O)N)C1CC1 ((2S,5R)-5-(N-(allyloxy)-2-nitrophenylsulfonamido)-4-cyclopropyl-1,2,5,6-tetrahydropyridine-2-carboxamide), C(C=C)ON(S(=O)(=O)C1=C(C=CC=C1)[N+](=O)[O-])[C@@H]1C(=C[C@H](NC1)C(=O)N)C1CC1 ((2S,5R)-5-(N-(allyloxy)-2-nitrophenylsulfonamido)-4-cyclopropyl-1,2,5,6-tetrahydropyridine-2-carboxamide). The product is C(C=C)ONC1C(=C[C@@H](NC1)C(=O)N)C1CC1 ((R)-5-(allyloxyamino)-4-cyclopropyl-1,2,5,6-tetrahydropyridine-2-carboxamide), oil. The yield is 57.0%. As a reaction SMILES: [CH2:1]([O:4][N:5]([C@H:18]1[CH2:23][NH:22][C@H:21]([C:24]([NH2:26])=[O:25])[CH:20]=[C:19]1[CH:27]1[CH2:29][CH2:28]1)S(C1C=CC=CC=1[N+]([O-])=O)(=O)=O)[CH:2]=[CH2:3].C(ON[C@H]1CN[C@@H](C(N)=O)C=C1C)C=C>>[CH2:1]([O:4][NH:5][CH:18]1[CH2:23][NH:22][C@@H:21]([C:24]([NH2:26])=[O:25])[CH:20]=[C:19]1[CH:27]1[CH2:28][CH2:29]1)[CH:2]=[CH2:3]. Procedure details: The title compound was prepared from (2S,5R)-5-(N-(allyloxy)-2-nitrophenylsulfonamido)-4-cyclopropyl-1,2,5,6-tetrahydropyridine-2-carboxamide (Intermediate 269, 0.95 g, 2.25 mmol) following the procedure described for Intermediate 22. The desired product was obtained as a light yellow oil (0.307 g, 57%). Starting materials: COC(=O)c1ccc(NN)cc1S(=O)(=O)NC(C)(C)C, CN(C)c1ccncc1, C(=NC1CCCCC1)=NC1CCCCC1, ClCCl, O=C(O)Cc1ccccc1. Product: COC(=O)c1ccc(NNC(=O)Cc2ccccc2)cc1S(=O)(=O)NC(C)(C)C. Reaction SMILES: [C:16]([CH3:17])([CH3:18])([CH3:19])[NH:20][S:21](=[O:22])(=[O:23])[c:24]1[c:25]([C:26](=[O:27])[O:28][CH3:29])[cH:30][cH:31][c:32]([NH:34][NH2:35])[cH:33]1.[CH3:46][N:47]([CH3:48])[c:49]1[cH:50][cH:51][n:52][cH:53][cH:54]1.[CH:1]1([N:2]=[C:3]=[N:4][CH:5]2[CH2:6][CH2:7][CH2:8][CH2:9][CH2:10]2)[CH2:11][CH2:12][CH2:13][CH2:14][CH2:15]1.[Cl:55][CH2:56][Cl:57].[OH:36][C:37](=[O:38])[CH2:39][c:40]1[cH:41][cH:42][cH:43][cH:44][cH:45]1>>[C:16]([CH3:17])([CH3:18])([CH3:19])[NH:20][S:21](=[O:22])(=[O:23])[c:24]1[c:25]([C:26](=[O:27])[O:28][CH3:29])[cH:30][cH:31][c:32]([NH:34][NH:35][C:37](=[O:36])[CH2:39][c:40]2[cH:41][cH:42][cH:43][cH:44][cH:45]2)[cH:33]1. Starting materials: O=Cc1cccc([N+](=O)[O-])c1, NO, [Na+], [OH-]. The product is O=[N+]([O-])c1cccc(C=NO)c1. RXN SMILES: [N+:1](=[O:2])([O-:3])[c:4]1[cH:5][c:6]([CH:7]=[O:8])[cH:9][cH:10][cH:11]1.[NH2:12][OH:13].[Na+:15].[OH-:14]>>[N+:1](=[O:2])([O-:3])[c:4]1[cH:5][c:6]([CH:7]=[N:12][OH:13])[cH:9][cH:10][cH:11]1. Reactants: CN(CCOC(C1=CC=CC=C1)C1=CC=C(C=CC(=O)OC)C=C1)C (methyl 4-[α-(2-dimethylaminoethoxy)benzyl]cinnamate), [Na] (sodium). The reagents and catalysts are O.O.O.O.O.O.[Ni](Cl)Cl (nickel chloride hexahydrate). The solvent is CO (methanol). Conditions: time 45 minute. The product is CN(CCOC(C1=CC=CC=C1)C1=CC=C(C=C1)CCC(=O)OC)C (methyl 3-{4-[α-(2-dimethylaminoethoxy)benzyl]phenyl}propionate). Yield: 52.3%. Reaction SMILES: [CH3:1][N:2]([CH3:25])[CH2:3][CH2:4][O:5][CH:6]([C:13]1[CH:24]=[CH:23][C:16]([CH:17]=[CH:18][C:19]([O:21][CH3:22])=[O:20])=[CH:15][CH:14]=1)[C:7]1[CH:12]=[CH:11][CH:10]=[CH:9][CH:8]=1.[Na]>CO.O.O.O.O.O.O.[Ni](Cl)Cl>[CH3:25][N:2]([CH3:1])[CH2:3][CH2:4][O:5][CH:6]([C:13]1[CH:24]=[CH:23][C:16]([CH2:17][CH2:18][C:19]([O:21][CH3:22])=[O:20])=[CH:15][CH:14]=1)[C:7]1[CH:12]=[CH:11][CH:10]=[CH:9][CH:8]=1 |f:3.4.5.6.7.8.9,^1:25|. Reported procedure: 0.19 g (0.560 mmol) of methyl 4-[α-(2-dimethylaminoethoxy)benzyl]cinnamate was dissolved in 4 ml of methanol and 13 mg (0.056 mmol) of nickel chloride hexahydrate was then added. Forty-two mg (1.12 mmol) of sodium boronhydride was further added thereto under ice-cooling in divided portions for 1 hour and stirred for further 45 minutes. The reaction mixture was filtered and the filtrate was concentrated. The resulting residue was dissolved in chloroform and washed with water and brine. After the ... Starting materials: ClC1=NN=C(C2=CC=C(C=C12)OC)CC1=C(C=NC=C1Cl)Cl (4-chloro-1-(3,5-dichloro-pyridin-4-ylmethyl)-6-methoxy-phthalazine), C(=O)([O-])[O-].[K+].[K+] (K2CO3), C1(=CC=CC=C1)P(C1=CC=CC=C1)C1=CC=CC=C1 (triphenylphosphine), O (water). Reagents/catalysts: C(C)(=O)[O-].[Pd+2].C(C)(=O)[O-] (palladium acetate), [Cu]I (CuI). The solvent is CN(C)C=O (DMF). Run at time 8 hour. Yields the product ClC=1C=NC=C(C1CC1=NN=C(C2=CC(=CC=C12)OC)C#CCN1CCOCC1)Cl (1-(3,5-Dichloro-pyridin-4-ylmethyl)-6-methoxy-4-(3-morpholin-4-yl-prop-1-ynyl)-phthalazine). Isolated yield 1179.1%. As a reaction SMILES: Cl[C:2]1[C:11]2[C:6](=[CH:7][CH:8]=[C:9]([O:12][CH3:13])[CH:10]=2)[C:5]([CH2:14][C:15]2[C:20]([Cl:21])=[CH:19][N:18]=[CH:17][C:16]=2[Cl:22])=[N:4][N:3]=1.[C:23]([O-:26])([O-])=O.[K+].[K+].C1(P([C:42]2[CH:47]=[CH:46]C=CC=2)C2C=CC=CC=2)C=CC=CC=1.O>CN(C=O)C.C([O-])(=O)C.[Pd+2].C([O-])(=O)C.[Cu]I>[Cl:22][C:16]1[CH:17]=[N:18][CH:19]=[C:20]([Cl:21])[C:15]=1[CH2:14][C:5]1[C:6]2[C:11](=[CH:10][C:9]([O:12][CH3:13])=[CH:8][CH:7]=2)[C:2]([C:42]#[C:47][CH2:46][N:18]2[CH2:19][CH2:23][O:26][CH2:16][CH2:17]2)=[N:3][N:4]=1 |f:1.2.3,7.8.9|. Procedure details: A solution under N2 of 4-chloro-1-(3,5-dichloro-pyridin-4-ylmethyl)-6-methoxy-phthalazine (1.3 g, 3.7 mmoles), prepared as described in example 45, in dry DMF (50 ml) was added with K2CO3 (1.28 g, 9.25 mmoles), palladium acetate (0.017 g, 0.074 mmoles), CuI (0.028 g, 0.15 mmoles), and triphenylphosphine (0.58 g, 0.22 mmoles). After 30 minutes under stirring 4-prop-2-ynyl-morpholine (1.16 g, 9.25 mmoles) was added and the mixture was stirred overnight, poured into water (10 volumes) and extracted... Yields the product COc1ccnc(-c2ccccc2S(=O)c2nc3cc(OC)ccc3[nH]2)c1. RXN SMILES: [CH3:1][O:2][c:3]1[cH:4][c:5]2[c:6]([nH:7][c:8]([S:10][c:11]3[c:12](-[c:17]4[n:18][cH:19][cH:20][c:21]([O:23][CH3:24])[cH:22]4)[cH:13][cH:14][cH:15][cH:16]3)[n:9]2)[cH:25][cH:26]1.[CH3:27][CH2:28][O:29][C:30](=[O:31])[CH3:32]>>[CH3:1][O:2][c:3]1[cH:4][c:5]2[c:6]([nH:7][c:8]([S:10]([c:11]3[c:12](-[c:17]4[n:18][cH:19][cH:20][c:21]([O:23][CH3:24])[cH:22]4)[cH:13][cH:14][cH:15][cH:16]3)=[O:29])[n:9]2)[cH:25][cH:26]1. Starting materials: COc1ccnc(-c2ccccc2Sc2nc3cc(OC)ccc3[nH]2)c1, CCOC(C)=O.